This data is from the Open Reaction Database (ORD), a public repository of structured organic reaction records. The task is: describe an organic reaction: reactants, conditions, products, and yield Starting materials: ClC1=NC(=NC(=C1N)Cl)C (4,6-Dichloro-2-methyl-pyrimidin-5-ylamine), NC1CCOCC1 (4-amino tetrahydropyran), C(C)(C)N(C(C)C)CC (N,N-diisopropylethylamine). The solvent is CC(C)O (2-propanol), ClCCl (dichloromethane). The product is ClC1=C(C(=NC(=N1)C)NC1CCOCC1)N (6-Chloro-2-methyl-N*4*-(tetrahydro-pyran-4-yl)-pyrimidine-4,5-diamine). Reaction SMILES: Cl[C:2]1[C:7]([NH2:8])=[C:6]([Cl:9])[N:5]=[C:4]([CH3:10])[N:3]=1.[NH2:11][CH:12]1[CH2:17][CH2:16][O:15][CH2:14][CH2:13]1.C(N(CC)C(C)C)(C)C>CC(O)C.ClCCl>[Cl:9][C:6]1[N:5]=[C:4]([CH3:10])[N:3]=[C:2]([NH:11][CH:12]2[CH2:17][CH2:16][O:15][CH2:14][CH2:13]2)[C:7]=1[NH2:8]. Reported procedure: Heat a solution of 4,6-Dichloro-2-methyl-pyrimidin-5-ylamine (0.008 mol, 1.5 g, 1.0 equiv.), 4-amino tetrahydropyran (0.012 mol, 1.27 g, 1.5 equiv.), and N,N-diisopropylethylamine (0.0092 mol, 1.1 g, 1.1 equiv.) in 2-propanol (80 mL) at 150° C. in a sealed tube for 16 hours. Cool the reaction mixture to room temperature and remove the 2-propanol under reduced pressure to give the residue. Dissolve the residue in dichloromethane and wash with water and brine. Dry the organic layer over anhydrous ...